Dataset: the Open Reaction Database (ORD), a public repository of structured organic reaction records. Task: describe an organic reaction: reactants, conditions, products, and yield Starting materials: CC1=CC(=NC(=C1C1=CC=CC=C1)C)N (4,6-Dimethyl-5-phenyl-2-pyridylamine), ClC1=C(C(=O)N=C=O)C=CC=C1 (2-chlorobenzoyl isocyanate). The solvent is C(C)#N (acetonitrile). Conditions: time 2 hour. The product is ClC1=C(C(=O)NC(=O)NC2=NC(=C(C(=C2)C)C2=CC=CC=C2)C)C=CC=C1 (1-(2-CHLOROBENZOYL)-3-(4,6-DIMETHYL-5-PHENYL-2-PYRIDYL)UREA). RXN SMILES: [CH3:1][C:2]1[C:7]([C:8]2[CH:13]=[CH:12][CH:11]=[CH:10][CH:9]=2)=[C:6]([CH3:14])[N:5]=[C:4]([NH2:15])[CH:3]=1.[Cl:16][C:17]1[CH:27]=[CH:26][CH:25]=[CH:24][C:18]=1[C:19]([N:21]=[C:22]=[O:23])=[O:20]>C(#N)C>[Cl:16][C:17]1[CH:27]=[CH:26][CH:25]=[CH:24][C:18]=1[C:19]([NH:21][C:22]([NH:15][C:4]1[CH:3]=[C:2]([CH3:1])[C:7]([C:8]2[CH:13]=[CH:12][CH:11]=[CH:10][CH:9]=2)=[C:6]([CH3:14])[N:5]=1)=[O:23])=[O:20]. Reported procedure: 4,6-Dimethyl-5-phenyl-2-pyridylamine (0.5 gram) was dissolved in 25 ml acetonitrile and reacted with 2-chlorobenzoyl isocyanate (0.6 gram) under nitrogen at room temperature. A precipitate formed immediately and the reaction was stirred for approximately 2 hours. The solid product was collected, washed with a small amount of acetonitrile, and identified by NMR as the desired product, m.p. 176°-189° C. Reactants: C(C)(C)(C)N (tert-butylamine), CCC=O (n-propionaldehyde), C(CCC)=O (n-butyraldehyde). Product: secondary amines, C(C)(C)(C)NCCC (tert-butylpropylamine), C(CCC)NC(C)(C)C (n-butyl-tert-butylamine). RXN SMILES: [C:1]([NH2:5])([CH3:4])([CH3:3])[CH3:2].[CH3:6][CH2:7][CH:8]=O.[CH:10](=O)[CH2:11][CH2:12][CH3:13]>>[C:1]([NH:5][CH2:6][CH2:7][CH3:8])([CH3:4])([CH3:3])[CH3:2].[CH2:10]([NH:5][C:1]([CH3:4])([CH3:3])[CH3:2])[CH2:11][CH2:12][CH3:13]. Procedure: In an analogous manner to that in example 1c, 1.5 mol of tert-butylamine were reacted with n-propionaldehyde (example 2a) or n-butyraldehyde (example 2b) to give the corresponding secondary amines (tert-butylpropylamine and n-butyl-tert-butylamine respectively), and they were then analyzed by gas chromatography. For these reactions too, yields of 93.6 area % (example 2a) and 95.7 area % (example 2b) of the corresponding secondary amines were achieved. Starting materials: Cl.CN(CCCN=C=NCC)C (1-(3-dimethylaminopropyl)-3-ethylcarbodiimide hydrochloride), Cl.CONC (O,N-dimethylhydroxylamine hydrochloride), C(C1=CC=CC=C1)OC(=O)N1[C@H](C[C@H](C1)O[Si](C1=CC=CC=C1)(C1=CC=CC=C1)C(C)(C)C)C(=O)O ((2R,4R)-4-(tert-butyl-diphenyl-silanyloxy)-pyrrolidine-1,2-dicarboxylic acid 1-benzyl ester). The solvent is N1=CC=CC=C1 (pyridine). Conditions: time 8 hour. Yields the product C(C)(C)(C)[Si](O[C@@H]1C[C@@H](N(C1)C(=O)OCC1=CC=CC=C1)C(N(C)OC)=O)(C1=CC=CC=C1)C1=CC=CC=C1 (benzyl (2R,4R)-4-(tert-butyl-diphenyl-silanyloxy)-2-(methoxy-methyl-carbamoyl)-pyrrolidine-1-carboxylate). RXN SMILES: Cl.CN(C)CCCN=C=NCC.Cl.[CH3:14][O:15][NH:16][CH3:17].[CH2:18]([O:25][C:26]([N:28]1[CH2:32][C@H:31]([O:33][Si:34]([C:47]([CH3:50])([CH3:49])[CH3:48])([C:41]2[CH:46]=[CH:45][CH:44]=[CH:43][CH:42]=2)[C:35]2[CH:40]=[CH:39][CH:38]=[CH:37][CH:36]=2)[CH2:30][C@@H:29]1[C:51]([OH:53])=O)=[O:27])[C:19]1[CH:24]=[CH:23][CH:22]=[CH:21][CH:20]=1>N1C=CC=CC=1>[C:47]([Si:34]([C:35]1[CH:40]=[CH:39][CH:38]=[CH:37][CH:36]=1)([C:41]1[CH:42]=[CH:43][CH:44]=[CH:45][CH:46]=1)[O:33][C@H:31]1[CH2:32][N:28]([C:26]([O:25][CH2:18][C:19]2[CH:20]=[CH:21][CH:22]=[CH:23][CH:24]=2)=[O:27])[C@@H:29]([C:51](=[O:53])[N:16]([O:15][CH3:14])[CH3:17])[CH2:30]1)([CH3:48])([CH3:49])[CH3:50] |f:0.1,2.3|. Reported procedure: 1.50 g of 1-(3-dimethylaminopropyl)-3-ethylcarbodiimide hydrochloride and 761 mg of O,N-dimethylhydroxylamine hydrochloride were added in order to a pyridine (30 ml) solution of 2.62 g of (2R,4R)-4-(tert-butyl-diphenyl-silanyloxy)-pyrrolidine-1,2-dicarboxylic acid 1-benzyl ester obtained in (step 1), and the reaction liquid was stirred overnight at room temperature. The solvent of the reaction liquid was evaporated away under reduced pressure, and the resulting residue was purified through silic...